This data is from the Open Reaction Database (ORD), a public repository of structured organic reaction records. The task is: describe an organic reaction: reactants, conditions, products, and yield The reactants are Cl (hydrochloric acid), N#CN (cyanamide), CC1=CC=C(C(=O)Cl)C=C1 (4-methylbenzoyl chloride). Run in [OH-].[Na+] (sodium hydroxide), CCOCC (ether). Reaction conditions: time 1 hour. Product: CC1=CC=C(C(=O)NC#N)C=C1 (N-(4-methylbenzoyl)cyanamide). Yield: 84908.4%. Reaction SMILES: [N:1]#[C:2][NH2:3].[CH3:4][C:5]1[CH:13]=[CH:12][C:8]([C:9](Cl)=[O:10])=[CH:7][CH:6]=1.Cl>[OH-].[Na+].CCOCC>[CH3:4][C:5]1[CH:13]=[CH:12][C:8]([C:9]([NH:1][C:2]#[N:3])=[O:10])=[CH:7][CH:6]=1 |f:3.4|. Procedure: To a solution of cyanamide (1.05 g, 0.025 mmol) in 25 ml of sodium hydroxide (10%) was added slowly to a solution of 4-methylbenzoyl chloride (3.3 ml, 0.025 mmol) in ether (8 ml). The reaction mixture was stirred at room temperature for 1 hour. The reaction mixture then was cooled in ice bath and acidified with hydrochloric acid (10%) to pH 2. The white solid separated was filtered, washed with water, later hexanes and dried under high vacuum to give the N-(4-methylbenzoyl)cyanamide (3.4 g); m.p... The reactants are CCN, CC#N, Cl, O=[N+]([O-])c1ccc(F)cc1F, [K+], [K+], O=C([O-])[O-]. Yields the product CCNc1cc(F)ccc1[N+](=O)[O-]. As a reaction SMILES: [CH2:13]([CH3:14])[NH2:15].[CH3:22][C:23]#[N:24].[ClH:12].[F:1][c:2]1[c:3]([N+:9](=[O:10])[O-:11])[cH:4][cH:5][c:6]([F:8])[cH:7]1.[K+:16].[K+:17].[O-:18][C:19]([O-:20])=[O:21]>>[c:2]1([NH:15][CH2:13][CH3:14])[c:3]([N+:9](=[O:10])[O-:11])[cH:4][cH:5][c:6]([F:8])[cH:7]1. Starting materials: N1(CCNCC1)C1=NC2=C(OC3=C1C=CC=C3)C=CC=C2 (11-(1-piperazinyl)dibenz[b,f][1,4]oxazepine), [H-].[Na+] (sodium hydride), BrCC=1C(=CC=CC1)C#N (α-bromo-o-tolunitrile). Run in CN(C)C=O (DMF). Conditions: temperature 0 celsius, time 20 minute. The product is C(#N)C1=C(CN2CCN(CC2)C2=NC3=C(OC4=C2C=CC=C4)C=CC=C3)C=CC=C1 (11-[4-(2-cyanobenzyl)-1-piperazinyl]dibenz[b,f][1,4]oxazepine), solid. Yield: 59.0%. As a reaction SMILES: [N:1]1([C:7]2[C:13]3[CH:14]=[CH:15][CH:16]=[CH:17][C:12]=3[O:11][C:10]3[CH:18]=[CH:19][CH:20]=[CH:21][C:9]=3[N:8]=2)[CH2:6][CH2:5][NH:4][CH2:3][CH2:2]1.[H-].[Na+].Br[CH2:25][C:26]1[C:27]([C:32]#[N:33])=[CH:28][CH:29]=[CH:30][CH:31]=1>CN(C=O)C>[C:32]([C:27]1[CH:28]=[CH:29][CH:30]=[CH:31][C:26]=1[CH2:25][N:4]1[CH2:3][CH2:2][N:1]([C:7]2[C:13]3[CH:14]=[CH:15][CH:16]=[CH:17][C:12]=3[O:11][C:10]3[CH:18]=[CH:19][CH:20]=[CH:21][C:9]=3[N:8]=2)[CH2:6][CH2:5]1)#[N:33] |f:1.2|. Reported procedure: To a stirred solution of 11-(1-piperazinyl)dibenz[b,f][1,4]oxazepine (2.79 g, 10.0 mmol) (prepared from 10,11-dihydrodebenz[b,f][1,4]oxazepine-11-one, Aldrich and piperazine, as in example 1) in DMF (25 mL) was added sodium hydride (0.56 g, 60% in oil, 14 mmol) at 0° C. under argon. The mixture was stirred at 0° C. for 10 minutes at room temperature for 20 minutes, and then treated with α-bromo-o-tolunitrile (2.35 g, 12.0 mmol, Aldrich). The resulting mixture was stirred at room temperature over... Starting materials: ClCCl, O=C(O)C(F)(F)F, CCCCCN(c1cc(C)c2nc(CCCC)n(Cc3ccc(-c4ccccc4C(=O)OC(C)(C)C)cc3)c2c1)S(=O)(=O)c1ccccc1. Product: CCCCCN(c1cc(C)c2nc(CCCC)n(Cc3ccc(-c4ccccc4C(=O)O)cc3)c2c1)S(=O)(=O)c1ccccc1. As a reaction SMILES: [CH2:57]([Cl:58])[Cl:59].[OH:50][C:51]([C:52]([F:53])([F:54])[F:55])=[O:56].[c:1]1([S:7](=[O:8])(=[O:9])[N:10]([c:11]2[cH:12][c:13]([CH3:44])[c:14]3[c:15]([n:16]([CH2:23][c:24]4[cH:25][cH:26][c:27](-[c:30]5[c:31]([C:36](=[O:37])[O:38][C:39]([CH3:40])([CH3:41])[CH3:42])[cH:32][cH:33][cH:34][cH:35]5)[cH:28][cH:29]4)[c:17]([CH2:19][CH2:20][CH2:21][CH3:22])[n:18]3)[cH:43]2)[CH2:45][CH2:46][CH2:47][CH2:48][CH3:49])[cH:2][cH:3][cH:4][cH:5][cH:6]1>>[c:1]1([S:7](=[O:8])(=[O:9])[N:10]([c:11]2[cH:12][c:13]([CH3:44])[c:14]3[c:15]([n:16]([CH2:23][c:24]4[cH:25][cH:26][c:27](-[c:30]5[c:31]([C:36](=[O:37])[OH:38])[cH:32][cH:33][cH:34][cH:35]5)[cH:28][cH:29]4)[c:17]([CH2:19][CH2:20][CH2:21][CH3:22])[n:18]3)[cH:43]2)[CH2:45][CH2:46][CH2:47][CH2:48][CH3:49])[cH:2][cH:3][cH:4][cH:5][cH:6]1.